From a dataset of the Open Reaction Database (ORD), a public repository of structured organic reaction records. describe an organic reaction: reactants, conditions, products, and yield RXN SMILES: [CH2:37]([N+:38]([CH2:39][CH3:40])([CH2:41][CH3:42])[CH2:43][CH3:44])[c:45]1[cH:46][cH:47][cH:48][cH:49][cH:50]1.[CH3:29][N:30]([CH3:31])[CH2:32][CH2:33][CH2:34][Cl:35].[Cl-:36].[Cl:1][c:2]1[c:3]([C:8]2=[N:9][CH2:10][C:11](=[S:20])[NH:12][c:13]3[c:14]2[cH:15][c:16]([Cl:19])[cH:17][cH:18]3)[cH:4][cH:5][cH:6][cH:7]1.[ClH:28].[K+:22].[O:23]1[CH2:24][CH2:25][CH2:26][CH2:27]1.[OH-:21].[OH2:51]>>[Cl:1][c:2]1[c:3]([C:8]2=[N:9][CH2:10][C:11]([S:20][CH2:34][CH2:33][CH2:32][N:30]([CH3:29])[CH3:31])=[N:12][c:13]3[c:14]2[cH:15][c:16]([Cl:19])[cH:17][cH:18]3)[cH:4][cH:5][cH:6][cH:7]1. The reactants are CC[N+](CC)(CC)Cc1ccccc1, CN(C)CCCCl, [Cl-], S=C1CN=C(c2ccccc2Cl)c2cc(Cl)ccc2N1, Cl, [K+], C1CCOC1, [OH-], O. Product: CN(C)CCCSC1=Nc2ccc(Cl)cc2C(c2ccccc2Cl)=NC1. RXN SMILES: [CH3:1][O:2][c:3]1[cH:4][c:5]([C:6](=[O:7])[O:8][CH3:9])[cH:10][c:11]([O:13][S:14]([C:15]([F:16])([F:17])[F:18])(=[O:19])=[O:20])[cH:12]1.[CH3:41][O:42][CH2:43][CH2:44][O:45][CH3:46].[CH3:47][CH2:48][O:49][C:50](=[O:51])[CH3:52].[K+:38].[K+:39].[K+:40].[P:33]([O-:34])([O-:35])([O-:36])=[O:37].[cH:53]1[cH:54][cH:55][c:56]([P:57]([Pd:58]([P:59]([c:60]2[cH:61][cH:62][cH:63][cH:64][cH:65]2)([c:66]2[cH:67][cH:68][cH:69][cH:70][cH:71]2)[c:72]2[cH:73][cH:74][cH:75][cH:76][cH:77]2)([P:78]([c:79]2[cH:80][cH:81][cH:82][cH:83][cH:84]2)([c:85]2[cH:86][cH:87][cH:88][cH:89][cH:90]2)[c:91]2[cH:92][cH:93][cH:94][cH:95][cH:96]2)[P:97]([c:98]2[cH:99][cH:100][cH:101][cH:102][cH:103]2)([c:104]2[cH:105][cH:106][cH:107][cH:108][cH:109]2)[c:110]2[cH:111][cH:112][cH:113][cH:114][cH:115]2)([c:116]2[cH:117][cH:118][cH:119][cH:120][cH:121]2)[c:122]2[cH:123][cH:124][cH:125][cH:126][cH:127]2)[cH:128][cH:129]1.[nH:21]1[cH:22][cH:23][c:24]2[cH:25][c:26]([B:30]([OH:31])[OH:32])[cH:27][cH:28][c:29]12>>[CH3:1][O:2][c:3]1[cH:4][c:5]([C:6](=[O:7])[O:8][CH3:9])[cH:10][c:11](-[c:26]2[cH:25][c:24]3[cH:23][cH:22][nH:21][c:29]3[cH:28][cH:27]2)[cH:12]1. The product is COC(=O)c1cc(OC)cc(-c2ccc3[nH]ccc3c2)c1. Reactants: COC(=O)c1cc(OC)cc(OS(=O)(=O)C(F)(F)F)c1, COCCOC, CCOC(C)=O, [K+], [K+], [K+], O=P([O-])([O-])[O-], c1ccc(P(c2ccccc2)(c2ccccc2)[Pd](P(c2ccccc2)(c2ccccc2)c2ccccc2)(P(c2ccccc2)(c2ccccc2)c2ccccc2)P(c2ccccc2)(c2ccccc2)c2ccccc2)cc1, OB(O)c1ccc2[nH]ccc2c1. The reactants are [Li]CCCC, C1CCOC1, COCCOCOc1cccc(C=O)c1, [Cl-], c1ccc([P+](Cc2ccc3ccccc3n2)(c2ccccc2)c2ccccc2)cc1. Product: COCCOCOc1cccc(C=Cc2ccc3ccccc3n2)c1. As a reaction SMILES: [CH2:32]([Li:33])[CH2:34][CH2:35][CH3:36].[CH2:52]1[O:53][CH2:54][CH2:55][CH2:56]1.[CH3:37][O:38][CH2:39][CH2:40][O:41][CH2:42][O:43][c:44]1[cH:45][c:46]([CH:47]=[O:48])[cH:49][cH:50][cH:51]1.[Cl-:1].[c:2]1([P+:3]([c:4]2[cH:5][cH:6][cH:7][cH:8][cH:20]2)([CH2:9][c:10]2[n:11][c:12]3[cH:13][cH:14][cH:15][cH:16][c:17]3[cH:18][cH:19]2)[c:21]2[cH:22][cH:23][cH:24][cH:25][cH:26]2)[cH:27][cH:28][cH:29][cH:30][cH:31]1>>[CH:9]([c:10]1[n:11][c:12]2[cH:13][cH:14][cH:15][cH:16][c:17]2[cH:18][cH:19]1)=[CH:47][c:46]1[cH:45][c:44]([O:43][CH2:42][O:41][CH2:40][CH2:39][O:38][CH3:37])[cH:51][cH:50][cH:49]1. Starting materials: BrCCC1=C(C=CC=C1)Cl (1-(2-bromo-ethyl)-2-chlorobenzene), [Cl-].[NH4+] (ammonium chloride), COC=1[C@H](N=C(C(N1)C)OC)C(C)C ((R)-(−)-2,5-dihydro-3,6-dimethoxy-2-isopropyl-5-methylpyrazine), C(C)(C)(C)[Li] (tert.butyllithium). The solvent is O1CCCC1 (tetrahydrofuran), O1CCCC1 (tetrahydrofuran). Conditions: time 1 hour. The product is ClC1=C(C=CC=C1)CC[C@@]1(N=C([C@H](N=C1OC)C(C)C)OC)C ((2S,5R)-2-[2-(2-Chloro-phenyl)-ethyl]-5-isopropyl-3,6-dimethoxy-2-methyl-2,5-dihydro-pyrazine). As a reaction SMILES: [CH3:1][O:2][C:3]1[C@@H:4]([CH:12]([CH3:14])[CH3:13])[N:5]=[C:6]([O:10][CH3:11])[CH:7]([CH3:9])[N:8]=1.C([Li])(C)(C)C.Br[CH2:21][CH2:22][C:23]1[CH:28]=[CH:27][CH:26]=[CH:25][C:24]=1[Cl:29].[Cl-].[NH4+]>O1CCCC1>[Cl:29][C:24]1[CH:25]=[CH:26][CH:27]=[CH:28][C:23]=1[CH2:22][CH2:21][C@@:7]1([CH3:9])[C:6]([O:10][CH3:11])=[N:5][C@H:4]([CH:12]([CH3:14])[CH3:13])[C:3]([O:2][CH3:1])=[N:8]1 |f:3.4|. Procedure details: A solution of (R)-(−)-2,5-dihydro-3,6-dimethoxy-2-isopropyl-5-methylpyrazine (1.0 g, 5.0 mmol) in tetrahydrofuran (23 ml) was cooled to −70° C., then tert.butyllithium (1.7 M in pentane, 3.26 ml, 5.55 mmol) was added and the mixture was stirred for 1 hour. A solution of 1-(2-bromo-ethyl)-2-chlorobenzene (1.44 g, 6.56 mmol) in tetrahydrofuran (10 ml) was added slowly and the mixture was stirred overnight at −70° C. At room temperature saturated ammonium chloride solution was added and the mixture... Starting materials: [C@@H]12OC[C@@H](N(C1)C1=C(C=C(C=C1)N1C(O[C@@H](C1)CCS(=O)(=O)[O-])=O)F)C2 ((R)-[[3-[4-[(1S,4S)-2-oxa-5-azabicyclo[2.2.1]heptan-5-yl]-3-fluorophenyl]-2-oxo-5-oxazolidinyl]methyl]methanesulfonate), [N-]=[N+]=[N-].[Na+] (NaN3), CO.C(Cl)(Cl)Cl (MeOH CHCl3). Run in CCOC(=O)C (EtOAc). Conditions: temperature 65 celsius. The product is [C@@H]12OC[C@@H](N(C1)C1=C(C=C(C=C1)N1C(O[C@H](C1)CN=[N+]=[N-])=O)F)C2 ((R)-[[3-[4-[(1S,4S)-2-oxa-5-azabicyclo[2.2.1]heptan-5-yl]-3-fluorophenyl]-2-oxo-5-oxazolidinyl]methyl]azide). The yield is 91.9%. Reaction SMILES: [C@H:1]12[CH2:26][C@H:4]([N:5]([C:7]3[CH:12]=[CH:11][C:10]([N:13]4[CH2:17][C@@H:16]([CH2:18]CS([O-])(=O)=O)[O:15][C:14]4=[O:24])=[CH:9][C:8]=3[F:25])[CH2:6]1)[CH2:3][O:2]2.[N-:27]=[N+:28]=[N-:29].[Na+].CO.C(Cl)(Cl)Cl>CCOC(C)=O>[C@H:1]12[CH2:26][C@H:4]([N:5]([C:7]3[CH:12]=[CH:11][C:10]([N:13]4[CH2:17][C@H:16]([CH2:18][N:27]=[N+:28]=[N-:29])[O:15][C:14]4=[O:24])=[CH:9][C:8]=3[F:25])[CH2:6]1)[CH2:3][O:2]2 |f:1.2,3.4|. Reported procedure: A solution of (R)-[[3-[4-[(1S,4S)-2-oxa-5-azabicyclo[2.2.1]heptan-5-yl]-3-fluorophenyl]-2-oxo-5-oxazolidinyl]methyl]methanesulfonate (0.869 g, 2.26 mmol) in dry DMP (10 mL) was treated with solid NaN3 (0.732 g, 11.3 mmol) at ambient temperature under N2. The mixture was then heated to 65° C. and reaction progress monitored by TLC. After 7.5 h at this temperature, TLC analysis (5% MeOH/CHCl3) revealed the reaction to complete. The reaction mixture was diluted with EtOAc (100 mL), washed with H2O ... Reactants: CC(=O)Cl, CN(C)C=O, CCOC(C)=O, CC(C)OC(=O)c1cc(-n2c(=O)[nH]c3c(c2=O)CCC3)c(F)cc1Cl, [H-], [Na+]. Yields the product CC(=O)n1c2c(c(=O)n(-c3cc(C(=O)OC(C)C)c(Cl)cc3F)c1=O)CCC2. RXN SMILES: [CH3:28][C:29]([Cl:30])=[O:31].[CH3:32][N:33]([CH3:34])[CH:35]=[O:36].[CH3:37][CH2:38][O:39][C:40](=[O:41])[CH3:42].[Cl:1][c:2]1[c:3]([C:4](=[O:5])[O:6][CH:7]([CH3:8])[CH3:9])[cH:10][c:11](-[n:15]2[c:16](=[O:25])[nH:17][c:18]3[c:19]([c:20]2=[O:21])[CH2:22][CH2:23][CH2:24]3)[c:12]([F:14])[cH:13]1.[H-:26].[Na+:27]>>[Cl:1][c:2]1[c:3]([C:4](=[O:5])[O:6][CH:7]([CH3:8])[CH3:9])[cH:10][c:11](-[n:15]2[c:16](=[O:25])[n:17]([C:29]([CH3:28])=[O:31])[c:18]3[c:19]([c:20]2=[O:21])[CH2:22][CH2:23][CH2:24]3)[c:12]([F:14])[cH:13]1.